Dataset: the Open Reaction Database (ORD), a public repository of structured organic reaction records. Task: describe an organic reaction: reactants, conditions, products, and yield The reactants are CC(CNC(OC(C)(C)C)=O)(CNC1=C(C=NC2=CC=CC=C12)[N+](=O)[O-])C (tert-butyl 2,2-dimethyl-3-[(3-nitroquinolin-4-yl)amino]propylcarbamate), CO (MeOH). The reagents and catalysts are [Pt] (platinum on carbon). The solvent is C1(=CC=CC=C1)C (toluene). Product: NC=1C=NC2=CC=CC=C2C1NCC(CNC(OC(C)(C)C)=O)(C)C (tert-butyl 3-[(3-aminoquinolin-4-yl)amino]-2,2-dimethylpropylcarbamate). As a reaction SMILES: [CH3:1][C:2]([CH3:27])([CH2:12][NH:13][C:14]1[C:23]2[C:18](=[CH:19][CH:20]=[CH:21][CH:22]=2)[N:17]=[CH:16][C:15]=1[N+:24]([O-])=O)[CH2:3][NH:4][C:5](=[O:11])[O:6][C:7]([CH3:10])([CH3:9])[CH3:8].CO>[Pt].C1(C)C=CC=CC=1>[NH2:24][C:15]1[CH:16]=[N:17][C:18]2[C:23]([C:14]=1[NH:13][CH2:12][C:2]([CH3:27])([CH3:1])[CH2:3][NH:4][C:5](=[O:11])[O:6][C:7]([CH3:9])([CH3:8])[CH3:10])=[CH:22][CH:21]=[CH:20][CH:19]=2. Procedure: A pressure bottle was charged with platinum on carbon (5%, 0.70 g) followed by tert-butyl 2,2-dimethyl-3-[(3-nitroquinolin-4-yl)amino]propylcarbamate dissolved in 250 mL of toluene. The reaction mixture was shaken under H2 at 48 PSI (3.3×105 Pa). The next day, the reaction mixture was carefully charged with 25 mL of MeOH and filtered through a pad of CELITE filter agent. The pad was rinsed with 1:1 CH2Cl2/methanol. The solvent was removed under reduced pressure to give tert-butyl 3-[(3-aminoquin... Starting materials: Cl (hydrochloric acid), C(C)(C)(C)[Li] (t-Butyllithium), CC=1C=C(C=C(C1)C)C1=CC=CC=C1 (3,5-dimethylbiphenyl), COB(OC)OC (trimethylborate). Solvent: O1CCCC1 (tetrahydrofuran). Conditions: temperature -78 celsius, time 30 minute. Yields the product CC1=CC(=CC(=C1B(O)O)C)C1=CC=CC=C1 (3,5-dimethylbiphen-4-ylboronic acid). Reaction SMILES: C([Li])(C)(C)C.[CH3:6][C:7]1[CH:8]=[C:9]([C:14]2[CH:19]=[CH:18][CH:17]=[CH:16][CH:15]=2)[CH:10]=[C:11]([CH3:13])[CH:12]=1.C[O:21][B:22](OC)[O:23]C.Cl>O1CCCC1>[CH3:6][C:7]1[C:12]([B:22]([OH:23])[OH:21])=[C:11]([CH3:13])[CH:10]=[C:9]([C:14]2[CH:19]=[CH:18][CH:17]=[CH:16][CH:15]=2)[CH:8]=1. Procedure: t-Butyllithium (1.7 M solution in hexane, 36.2 ml, 61.6 mmol) is added dropwise to a solution of 3,5-dimethylbiphenyl (7.27 g, 28 mmol) in dry tetrahydrofuran (150 ml) at −78° C. under an atmosphere of nitrogen. The reaction mixture is stirred at −78° C. for 30 minutes, then trimethylborate (9.54 ml, 84 mmol) is added. The resulting mixture is stirred at −78° C. for 30 minutes and then allowed to warm to room temperature. The reaction mixture is acidified with 10% aqueous hydrochloric acid solut... The reactants are [H-].C(C(C)C)[Al+]CC(C)C (Diisobutylaluminium hydride), ClC=1C=C(C(=O)OC)C=CC1NN (methyl 3-chloro-4-hydrazino-benzoate), O (water). Yields the product ClC1=C(C=CC(=C1)CO)NN (2-Chloro-4-hydroxymethylphenylhydrazine). As a reaction SMILES: [H-].C([Al+]CC(C)C)C(C)C.[Cl:11][C:12]1[CH:13]=[C:14]([CH:19]=[CH:20][C:21]=1[NH:22][NH2:23])[C:15](OC)=[O:16].O>C1(C)C=CC=CC=1>[Cl:11][C:12]1[CH:13]=[C:14]([CH2:15][OH:16])[CH:19]=[CH:20][C:21]=1[NH:22][NH2:23] |f:0.1|. Conditions: temperature -73 celsius, time 30 minute. Procedure: Diisobutylaluminium hydride (1M in toluene, 190 ml) is added dropwise, under a nitrogen atmosphere and at −73° C., to a solution of methyl 3-chloro-4-hydrazino-benzoate (9.5 g, 47 mmol) in 1 l of toluene in such a way that the temperature does not rise above −70° C. The reaction mixture is stirred at −73° C. for 30 min and then warmed to −5° C. Following hydrolysis with 500 ml of water, the precipitate is filtered off and washed with ethyl acetate (5×500 ml). The organic phase is evaporated, aft... Solvent: C1(=CC=CC=C1)C (toluene). Starting materials: Brc1ccncc1, CCB(CC)OC, CCOC(C)=O. Product: CCB(CC)c1ccncc1. RXN SMILES: [Br:1][c:2]1[cH:3][cH:4][n:5][cH:6][cH:7]1.[CH2:8]([CH3:9])[B:10]([O:11][CH3:12])[CH2:13][CH3:14].[CH3:15][CH2:16][O:17][C:18](=[O:19])[CH3:20]>>[c:2]1([B:10]([CH2:8][CH3:9])[CH2:13][CH3:14])[cH:3][cH:4][n:5][cH:6][cH:7]1. The reactants are amine, C(\C=C/C(=O)O)(=O)O (maleic acid), C(C)(=O)OCC (ethyl acetate). Solvent: C(C)(C)O (isopropanol). Conditions: temperature 40 celsius, time 8 hour. Product: C(C)(C)O.C(C)(=O)OCC (Isopropanol Ethyl Acetate). RXN SMILES: C(O)(=O)/C=[CH:3]\[C:4]([OH:6])=O.[C:9]([O:12][CH2:13][CH3:14])(=[O:11])[CH3:10]>C(O)(C)C>[CH:4]([OH:6])([CH3:3])[CH3:9].[C:9]([O:12][CH2:13][CH3:14])(=[O:11])[CH3:10] |f:3.4|. Procedure details: The amine compound of Formula I (10 g) in ethyl acetate (40 mL) was mixed with a solution of maleic acid (2.2 g) in isopropanol (20 mL) at 55° C. The cloudy mixture was seeded, cooled slowly to 40° C., and stirred at 40° C. overnight. The resulting slurry was cooled gradually to room temperature and stirred overnight. The product was filtered, washed with 2:1 ethyl acetate/isopropanol (30 mL), and dried overnight at 55° C. under vacuum to give the desired salt as a white solid. Ratio of rotamers... Run in CN(C)C=O (DMF). Reported procedure: A mixture of 3-oxo-3H-spiro[2-benzofuran-1,1′-cyclohexan]-4′-yl methanesulfonate (120 mg, 0.40 mmol), sodium azide (263 mg, 4.05 mmol) in DMF (2.0 mL) was maintained at 80° C. overnight. After cooling, it was quenched with sat'd NH4Cl solution, then extracted with ethyl acetate. The extract was washed with water twice, brine once, and dried over anhydrous sodium sulfate. After filtration the filtrate was concentrated to yield 90 mg of 4′-azido-3H-spiro[2-benzofuran-1,1′-cyclohexan]-3-one (yield:... Starting materials: CS(=O)(=O)OC1CCC2(CC1)OC(C1=C2C=CC=C1)=O (3-oxo-3H-spiro[2-benzofuran-1,1′-cyclohexan]-4′-yl methanesulfonate), [N-]=[N+]=[N-].[Na+] (sodium azide). Conditions: temperature 80 celsius. The product is N(=[N+]=[N-])C1CCC2(CC1)OC(C1=C2C=CC=C1)=O (4′-azido-3H-spiro[2-benzofuran-1,1′-cyclohexan]-3-one). RXN SMILES: CS(O[CH:6]1[CH2:11][CH2:10][C:9]2([C:15]3[CH:16]=[CH:17][CH:18]=[CH:19][C:14]=3[C:13](=[O:20])[O:12]2)[CH2:8][CH2:7]1)(=O)=O.[N-:21]=[N+:22]=[N-:23].[Na+]>CN(C=O)C>[N:21]([CH:6]1[CH2:11][CH2:10][C:9]2([C:15]3[CH:16]=[CH:17][CH:18]=[CH:19][C:14]=3[C:13](=[O:20])[O:12]2)[CH2:8][CH2:7]1)=[N+:22]=[N-:23] |f:1.2|. Yield: 92.5%. Starting materials: FC(C(=O)O)(F)F.NCCNC1=NC(=C2N=CN(C2=N1)[C@H]1[C@@H]([C@@H]([C@H](C1)NC(CC)=O)O)O)NCC(C1=CC=CC=C1)C1=CC=CC=C1 (N-{(1S,2R,3S,4R)-4-[2-(2-Amino-ethylamino)-6-(2,2-diphenyl-ethylamino)-purin-9-yl]-2,3-dihydroxy-cyclopentyl}-propionamide trifluoroacetate), N1(CCC(CC1)NC(=O)N1C=NC=C1)C1=NC=CC=C1 (imidazole-1-carboxylic acid (3,4,5,6-tetrahydro-2H-[1,2]bipyridinyl-4-yl)-amide), N1(CCC(CC1)NC(=O)N1C=NC=C1)C1=NC=CC=C1 (imidazole-1-carboxylic acid (3,4,5,6-tetrahydro-2H-[1,2]bipyridinyl-4-yl)-amide). Solvent: CC(C)O (IPA), C(Cl)Cl (DCM). Run at time 7 day. Product: C(=O)(C(F)(F)F)O (TFA), FC(C(=O)O)(F)F.C1(=CC=CC=C1)C(CNC1=C2N=CN(C2=NC(=N1)NCCNC(=O)NC1CCN(CC1)C1=NC=CC=C1)[C@H]1[C@@H]([C@@H]([C@H](C1)NC(CC)=O)O)O)C1=CC=CC=C1 (N-[(1S,2R,3S,4R)-4-(6-(2,2-Diphenyl-ethylamino)-2-{2-[3-(3,4,5,6-tetrahydro-2H-[1,2]bipyridinyl-4-yl)-ureido]-ethylamino}-purin-9-yl)-2,3-dihydroxy-cyclopentyl]-propionamide trifluoroacetate). Reaction SMILES: [F:1][C:2]([F:7])([F:6])[C:3]([OH:5])=[O:4].[NH2:8][CH2:9][CH2:10][NH:11][C:12]1[N:20]=[C:19]2[C:15]([N:16]=[CH:17][N:18]2[C@@H:21]2[CH2:25][C@H:24]([NH:26][C:27](=[O:30])[CH2:28][CH3:29])[C@@H:23]([OH:31])[C@H:22]2[OH:32])=[C:14]([NH:33][CH2:34][CH:35]([C:42]2[CH:47]=[CH:46][CH:45]=[CH:44][CH:43]=2)[C:36]2[CH:41]=[CH:40][CH:39]=[CH:38][CH:37]=2)[N:13]=1.[N:48]1([C:62]2[CH:67]=[CH:66][CH:65]=[CH:64][N:63]=2)[CH2:53][CH2:52][CH:51]([NH:54][C:55](N2C=CN=C2)=[O:56])[CH2:50][CH2:49]1>CC(O)C.C(Cl)Cl>[C:3]([OH:5])([C:2]([F:7])([F:6])[F:1])=[O:4].[F:1][C:2]([F:7])([F:6])[C:3]([OH:5])=[O:4].[C:42]1([CH:35]([C:36]2[CH:41]=[CH:40][CH:39]=[CH:38][CH:37]=2)[CH2:34][NH:33][C:14]2[N:13]=[C:12]([NH:11][CH2:10][CH2:9][NH:8][C:55]([NH:54][CH:51]3[CH2:50][CH2:49][N:48]([C:62]4[CH:67]=[CH:66][CH:65]=[CH:64][N:63]=4)[CH2:53][CH2:52]3)=[O:56])[N:20]=[C:19]3[C:15]=2[N:16]=[CH:17][N:18]3[C@@H:21]2[CH2:25][C@H:24]([NH:26][C:27](=[O:30])[CH2:28][CH3:29])[C@@H:23]([OH:31])[C@H:22]2[OH:32])[CH:47]=[CH:46][CH:45]=[CH:44][CH:43]=1 |f:0.1,6.7|. Procedure details: A solution of N-{(1S,2R,3S,4R)-4-[2-(2-amino-ethylamino)-6-(2,2-diphenyl-ethylamino)-purin-9-yl]-2,3-dihydroxy-cyclopentyl}-propionamide trifluoroacetate (Example 100) (27 mg, 37 μmol) in IPA (0.5 ml) is treated with imidazole-1-carboxylic acid (3,4,5,6-tetrahydro-2H-[1,2′]bipyridinyl-4-yl)-amide (Intermediate C) (1.1 ml of a 10 mg/ml solution in DCM, 40 μmol). After stirring at room temperature for 7 days, the solvent is removed in vacuo and purification of the residue by C-18 reverse phase col... The reactants are COc1c(C)c(Cc2ccc(O)c(C(=O)O)c2)c(OC)c(OC)c1OC, C[Si](C)(C)C=[N+]=[N-], CO, c1ccccc1. The product is COC(=O)c1cc(Cc2c(C)c(OC)c(OC)c(OC)c2OC)ccc1O. Reaction SMILES: [CH3:1][O:2][c:3]1[c:4]([CH3:26])[c:5]([CH2:6][c:7]2[cH:8][cH:9][c:10]([OH:16])[c:11]([C:12](=[O:13])[OH:14])[cH:15]2)[c:17]([O:24][CH3:25])[c:18]([O:22][CH3:23])[c:19]1[O:20][CH3:21].[CH3:27][Si:28]([CH:29]=[N+:30]=[N-:31])([CH3:32])[CH3:33].[CH3:34][OH:35].[cH:36]1[cH:37][cH:38][cH:39][cH:40][cH:41]1>>[CH3:1][O:2][c:3]1[c:4]([CH3:26])[c:5]([CH2:6][c:7]2[cH:8][cH:9][c:10]([OH:16])[c:11]([C:12](=[O:13])[O:14][CH3:27])[cH:15]2)[c:17]([O:24][CH3:25])[c:18]([O:22][CH3:23])[c:19]1[O:20][CH3:21].